Dataset: the Open Reaction Database (ORD), a public repository of structured organic reaction records. Task: describe an organic reaction: reactants, conditions, products, and yield Run in C(C)(C)O.C1CCOC1 (i-propanol THF), O (water), O (water). The reactants are C(C)(=O)OCC=1C(=NC=CC1C1=NN(C(C(=C1)NC1=NN2C(CN(CC2)C2COC2)=C1)=O)C)N1C(C2=C(C=C(C=C2C=N1)C(C)(C)C)F)=O ((2-(6-tert-Butyl-8-fluoro-1-oxophthalazin-2(1H)-yl)-4-(1-methyl-5-(5-(oxetan-3-yl)-4,5,6,7-tetrahydropyrazolo[1,5-a]pyrazin-2-ylamino)-6-oxo-1,6-dihydropyridazin-3-yl)pyridin-3-yl)methyl Acetate), [OH-].[Li+] (lithium hydroxide). Reaction SMILES: C([O:4][CH2:5][C:6]1[C:7]([N:34]2[N:43]=[CH:42][C:41]3[C:36](=[C:37]([F:48])[CH:38]=[C:39]([C:44]([CH3:47])([CH3:46])[CH3:45])[CH:40]=3)[C:35]2=[O:49])=[N:8][CH:9]=[CH:10][C:11]=1[C:12]1[CH:17]=[C:16]([NH:18][C:19]2[CH:31]=[C:22]3[CH2:23][N:24]([CH:27]4[CH2:30][O:29][CH2:28]4)[CH2:25][CH2:26][N:21]3[N:20]=2)[C:15](=[O:32])[N:14]([CH3:33])[N:13]=1)(=O)C.[OH-].[Li+]>C(O)(C)C.C1COCC1.O>[C:44]([C:39]1[CH:40]=[C:41]2[C:36](=[C:37]([F:48])[CH:38]=1)[C:35](=[O:49])[N:34]([C:7]1[C:6]([CH2:5][OH:4])=[C:11]([C:12]3[CH:17]=[C:16]([NH:18][C:19]4[CH:31]=[C:22]5[CH2:23][N:24]([CH:27]6[CH2:30][O:29][CH2:28]6)[CH2:25][CH2:26][N:21]5[N:20]=4)[C:15](=[O:32])[N:14]([CH3:33])[N:13]=3)[CH:10]=[CH:9][N:8]=1)[N:43]=[CH:42]2)([CH3:47])([CH3:45])[CH3:46] |f:1.2,3.4|. Isolated yield 27.3%. Reported procedure: A mixture of 155d (117 mg, 0.175 mmol) and lithium hydroxide.water (73.5 mg, 1.75 mmol) in i-propanol/THF (1:1, 8 mL) and water (1 mL) was stirred at 35° C. for 0.5 h. The mixture was evaporated under reduced pressure and the residue was diluted with water (6 mL). It was then extracted with dichloromethane (3×50 mL). The combined dichloromethane extract was concentrated under reduced pressure and the residue was purified by reverse-phase prep-HPLC to afford 155 (30 mg, 27%) as a yellow solid. MS... Product: C(C)(C)(C)C=1C=C2C=NN(C(C2=C(C1)F)=O)C1=NC=CC(=C1CO)C1=NN(C(C(=C1)NC1=NN2C(CN(CC2)C2COC2)=C1)=O)C (6-tert-butyl-8-fluoro-2-[3-(hydroxymethyl)-4-[1-methyl-5-[[5-(oxetan-3-yl)-6,7-dihydro-4H-pyrazolo[1,5-a]pyrazin-2-yl]amino]-6-oxo-pyridazin-3-yl]-2-pyridyl]phthalazin-1-one). Starting materials: CCCN=C=O, Cc1ccccc1, NCCc1ccc([N+](=O)[O-])cc1. The product is CCCNC(=O)NCCc1ccc([N+](=O)[O-])cc1. As a reaction SMILES: [CH2:13]([CH2:14][CH3:15])[N:16]=[C:17]=[O:18].[CH3:19][c:20]1[cH:21][cH:22][cH:23][cH:24][cH:25]1.[N+:1](=[O:2])([O-:3])[c:4]1[cH:5][cH:6][c:7]([CH2:8][CH2:9][NH2:10])[cH:11][cH:12]1>>[N+:1](=[O:2])([O-:3])[c:4]1[cH:5][cH:6][c:7]([CH2:8][CH2:9][NH:10][C:17]([NH:16][CH2:13][CH2:14][CH3:15])=[O:18])[cH:11][cH:12]1.